The task is: describe an organic reaction: reactants, conditions, products, and yield. This data is from the Open Reaction Database (ORD), a public repository of structured organic reaction records. Reactants: ClC1=C(C=CC=C1)C1=NOC(=C1C(=O)O)C (3-(2-chlorophenyl)-5-methylisoxazol-4-carboxylic acid), Cl.C(C)N=C=NCCCN(C)C (1-ethyl-3-(dimethylaminopropyl)carbodiimide hydrochloride), COC=1C=C(C=CC1)N1CCNCC1 (1-(3-methoxyphenyl)piperazine). Solvent: ClCCl (dichloromethane). The product is ClC1=C(C=CC=C1)C1=NOC(=C1C(=O)N1CCN(CC1)C1=CC(=CC=C1)OC)C ((3-(2-chlorophenyl)-5-methylisoxazol-4-yl)(4-(3-methoxyphenyl)piperazine-1-yl)methanone). Isolated yield 76.1%. RXN SMILES: [Cl:1][C:2]1[CH:7]=[CH:6][CH:5]=[CH:4][C:3]=1[C:8]1[C:12]([C:13]([OH:15])=O)=[C:11]([CH3:16])[O:10][N:9]=1.Cl.C(N=C=NCCCN(C)C)C.[CH3:29][O:30][C:31]1[CH:32]=[C:33]([N:37]2[CH2:42][CH2:41][NH:40][CH2:39][CH2:38]2)[CH:34]=[CH:35][CH:36]=1>ClCCl>[Cl:1][C:2]1[CH:7]=[CH:6][CH:5]=[CH:4][C:3]=1[C:8]1[C:12]([C:13]([N:40]2[CH2:39][CH2:38][N:37]([C:33]3[CH:34]=[CH:35][CH:36]=[C:31]([O:30][CH3:29])[CH:32]=3)[CH2:42][CH2:41]2)=[O:15])=[C:11]([CH3:16])[O:10][N:9]=1 |f:1.2|. Reported procedure: In a similar manner as described in Example 1, by using dichloromethane (30 mL), 3-(2-chlorophenyl)-5-methylisoxazol-4-carboxylic acid (437 mg, 1.84 mmol), 1-ethyl-3-(dimethylaminopropyl)carbodiimide hydrochloride (388 mg, 2.02 mmol) and 1-(3-methoxyphenyl)piperazine (354 mg, 1.84 mmol), a white solid required compound (576 mg, 1.40 mmol, 76%) was obtained. The reactants are CC(Cl)c1cccnc1, O=C(O)c1ccccc1-c1ncc(-c2ccccc2)o1. The reagents and catalysts are O=C([O-])[O-].[Cs+].[Cs+] (cesium carbonate), [I-].[K+] (potassium iodide). Solvent: CN(C)C=O (DMF), CN(C)C=O (dmf), CN(C)C=O (DMF). Conditions: temperature 70 celsius, time 16 hour. Product: CC(OC(=O)c1ccccc1-c1ncc(-c2ccccc2)o1)c1cccnc1. Reactants: ClCC1=CC=C(C=C1)CCl (α,α'-dichloro-p-xylene), N(CC(=O)OC)CC(=O)OC (dimethyl iminodiacetate). The solvent is C(C)#N (acetonitrile), C(C)#N (acetonitrile). Reaction conditions: time 8 hour. Product: COC(=O)CN(CC(=O)OC)CC1=CC=C(C=C1)CN(CC(=O)OC)CC(=O)OC (1,4-bis(N,N-dimethoxycarbonylmethylamino)methylbenzene). Isolated yield 80.1%. As a reaction SMILES: Cl[CH2:2][C:3]1[CH:8]=[CH:7][C:6]([CH2:9]Cl)=[CH:5][CH:4]=1.[NH:11]([CH2:17][C:18]([O:20][CH3:21])=[O:19])[CH2:12][C:13]([O:15][CH3:16])=[O:14]>C(#N)C>[CH3:21][O:20][C:18]([CH2:17][N:11]([CH2:2][C:3]1[CH:8]=[CH:7][C:6]([CH2:9][N:11]([CH2:12][C:13]([O:15][CH3:16])=[O:14])[CH2:17][C:18]([O:20][CH3:21])=[O:19])=[CH:5][CH:4]=1)[CH2:12][C:13]([O:15][CH3:16])=[O:14])=[O:19]. Procedure details: To a solution of α,α'-dichloro-p-xylene (87.5 g, 0.5 mol) in acetonitrile (300 ml) was added dimethyl iminodiacetate (328.7 g, 2.04 mols), and stirred at 65° to 70° C. for 8 hours. 250 ml of acetonitrile was added thereto, and crystals formed were removed by filtration, followed by concentrating the solution. After dissolving the residue in 600 ml of ethyl acetate, the solution was washed with water (400 ml×3), then concentrated. Recrystallization of the residue from a hexane-ethyl acetate mixtu... The reactants are COCOC1CC2=CC=C3C4CCC(C(C)C=O)C4(C)CCC3C2(C)C(OC(C)=O)C1, C[O-], CO, [Na+]. The product is COCOC1CC2=CC=C3C4CCC(C(C)C=O)C4(C)CCC3C2(C)C(O)C1. As a reaction SMILES: [C:1](=[O:2])([CH3:3])[O:4][CH:5]1[CH2:6][CH:7]([O:28][CH2:29][O:30][CH3:31])[CH2:8][C:9]2=[CH:10][CH:11]=[C:12]3[CH:13]4[CH2:14][CH2:15][CH:16]([CH:17]([CH3:18])[CH:19]=[O:20])[C:21]4([CH3:27])[CH2:22][CH2:23][CH:24]3[C:25]12[CH3:26].[CH3:32][O-:33].[CH3:35][OH:36].[Na+:34]>>[OH:4][CH:5]1[CH2:6][CH:7]([O:28][CH2:29][O:30][CH3:31])[CH2:8][C:9]2=[CH:10][CH:11]=[C:12]3[CH:13]4[CH2:14][CH2:15][CH:16]([CH:17]([CH3:18])[CH:19]=[O:20])[C:21]4([CH3:27])[CH2:22][CH2:23][CH:24]3[C:25]12[CH3:26]. Starting materials: N(=[N+]=[N-])CCC(C(=O)OC(C)(C)C)C1(C(N(CC1)CCC1=CC=CC=C1)=O)C(=C)C (tert-butyl α-(2-azidoethyl)-2-oxo-1-(2-phenylethyl)-3-(propen-2-yl)-3-pyrrolidineacetate), C1(=CC=CC=C1)P(C1=CC=CC=C1)C1=CC=CC=C1 (triphenylphosphine), O (Water). Run in C1CCOC1 (THF). Conditions: time 8 hour. Product: NCCC(C(=O)OC(C)(C)C)C1(C(N(CC1)CCC1=CC=CC=C1)=O)C(=C)C (tert-Butyl α-(2-Aminoethyl)-2-oxo-1-(2-phenylethyl)-3-(propen-2-yl)-3-pyrrolidineacetate). Isolated yield 97.6%. As a reaction SMILES: [N:1]([CH2:4][CH2:5][CH:6]([C:14]1([C:28]([CH3:30])=[CH2:29])[CH2:18][CH2:17][N:16]([CH2:19][CH2:20][C:21]2[CH:26]=[CH:25][CH:24]=[CH:23][CH:22]=2)[C:15]1=[O:27])[C:7]([O:9][C:10]([CH3:13])([CH3:12])[CH3:11])=[O:8])=[N+]=[N-].C1(P(C2C=CC=CC=2)C2C=CC=CC=2)C=CC=CC=1.O>C1COCC1>[NH2:1][CH2:4][CH2:5][CH:6]([C:14]1([C:28]([CH3:30])=[CH2:29])[CH2:18][CH2:17][N:16]([CH2:19][CH2:20][C:21]2[CH:22]=[CH:23][CH:24]=[CH:25][CH:26]=2)[C:15]1=[O:27])[C:7]([O:9][C:10]([CH3:13])([CH3:12])[CH3:11])=[O:8]. Procedure details: A solution of tert-butyl α-(2-azidoethyl)-2-oxo-1-(2-phenylethyl)-3-(propen-2-yl)-3-pyrrolidineacetate (2.12 g, 5.14 mmol) and triphenylphosphine (1.48 g, 5.65 mmol) in THF (15 mL) is stirred under N2 for 7 hours. Water (1 mL) is added and the solution stirred overnight at room temperature under N2. The solution is concentrated and purified by silica gel chromatography (75 g SG; EtOAc, 20% MeOH/EtOAc) to provide 1.94 g (97%) of the title compound as a yellow oil: The reactants are Cl (Hydrogen chloride), C(C)(C)(C)OC(=O)NCCC=1SC=C(N1)C=1N=C(SC1)N=C(N)N (4-[2-(2-t-butoxycarbonylaminoethyl)thiazol-4-yl]-2-(diaminomethyleneamino)thiazole). Run in C(C)O (ethanol). Conditions: time 20 minute. The product is Cl.Cl.NCCC=1SC=C(N1)C=1N=C(SC1)N=C(N)N (4-[2-(2-aminoethyl)thiazol-yl]-2-(diaminomethyleneamino)thiazole dihydrochloride). RXN SMILES: [ClH:1].C(OC([NH:9][CH2:10][CH2:11][C:12]1[S:13][CH:14]=[C:15]([C:17]2[N:18]=[C:19]([N:22]=[C:23]([NH2:25])[NH2:24])[S:20][CH:21]=2)[N:16]=1)=O)(C)(C)C>C(O)C>[ClH:1].[ClH:1].[NH2:9][CH2:10][CH2:11][C:12]1[S:13][CH:14]=[C:15]([C:17]2[N:18]=[C:19]([N:22]=[C:23]([NH2:25])[NH2:24])[S:20][CH:21]=2)[N:16]=1 |f:3.4.5|. Reported procedure: Hydrogen chloride gas was babbled to a solution of 4-[2-(2-t-butoxycarbonylaminoethyl)thiazol-4-yl]-2-(diaminomethyleneamino)thiazole (3.0 g) in ethanol (30 ml) for 10 minutes at room temperature. The mixture was stirred at room temperature for 20 minutes. The resulting precipitate was collected by filtration. Recrystallization from a mixture of methanol and diisopropyl ether afforded 4-[2-(2-aminoethyl)thiazol-yl]-2-(diaminomethyleneamino)thiazole dihydrochloride (2.3 g). Reactants: O1[C@@H](C1)C=1C=CC=2N(C1)N=NN2 (6-[(2R)oxiranyl][1,2,3,4]tetraazolo[1,5-a]pyridine), CO.[NH4+] (ammonium methanol). The product is NC[C@H](O)C=1C=CC=2N(C1)N=NN2 ((1R)-2-Amino-1-[1,2,3,4]tetraazolo[1,5-a]pyridin-6-yl-1-ethanol). Reaction SMILES: [O:1]1[CH2:3][C@H:2]1[C:4]1[CH:5]=[CH:6][C:7]2[N:8]([N:10]=[N:11][N:12]=2)[CH:9]=1.CO.[NH4+:15]>>[NH2:15][CH2:3][C@@H:2]([C:4]1[CH:5]=[CH:6][C:7]2[N:8]([N:10]=[N:11][N:12]=2)[CH:9]=1)[OH:1] |f:1.2|. Procedure: The title compound was prepared from 6-[(2R)oxiranyl][1,2,3,4]tetraazolo[1,5-a]pyridine and saturated ammonium methanol in substantially the same manner, as described in Example 124. The product was obtained as an off-white solid; mp 153-154° C.; 1H NMR (400 MHz, DMSO-d6) δ 1.60 (brs, 2H), 2.73-2.84 (m, 2H), 4.65-4.68 (m, 1H), 5.70 (brs, 1H), 7.83-7.87 (m, 1H), 8.14-8.16 (m, 1H), 9.08-9.09 (m, 1H); MS (ES) m/z: 180 (M+H).